Dataset: the Open Reaction Database (ORD), a public repository of structured organic reaction records. Task: describe an organic reaction: reactants, conditions, products, and yield Reactants: CC1(COc2nc(C(=O)O)ccc2Br)COC1, COc1nc(OC)nc([N+]2(C)CCOCC2)n1, CC(C)(N)c1nccs1, CCN(C(C)C)C(C)C, [Cl-], CN(C)C=O. Product: CC1(COc2nc(C(=O)NC(C)(C)c3nccs3)ccc2Br)COC1. As a reaction SMILES: [Br:1][c:2]1[cH:3][cH:4][c:5]([C:15](=[O:16])[OH:17])[n:6][c:7]1[O:8][CH2:9][C:10]1([CH3:14])[CH2:11][O:12][CH2:13]1.[CH3:19][O:20][c:21]1[n:22][c:23]([O:24][CH3:25])[n:26][c:27]([N+:28]2([CH3:29])[CH2:30][CH2:31][O:32][CH2:33][CH2:34]2)[n:35]1.[CH3:45][C:46]([NH2:47])([c:48]1[s:49][cH:50][cH:51][n:52]1)[CH3:53].[CH:36]([N:37]([CH2:38][CH3:39])[CH:40]([CH3:41])[CH3:42])([CH3:43])[CH3:44].[Cl-:18].[O:54]=[CH:55][N:56]([CH3:57])[CH3:58]>>[Br:1][c:2]1[cH:3][cH:4][c:5]([C:15](=[O:17])[NH:47][C:46]([CH3:45])([c:48]2[s:49][cH:50][cH:51][n:52]2)[CH3:53])[n:6][c:7]1[O:8][CH2:9][C:10]1([CH3:14])[CH2:11][O:12][CH2:13]1. Reactants: CCOCC (ether), ClC=1N=NC(=CC1)C=1C=NC=CC1 (3-chloro-6-(3-pyridinyl)pyridazine), NC(CO)C (2-amino-1-propanol), O (water). The product is CC1CN=C2N1N=C(C=C2)C=2C=NC=CC2 (2,3-dihydro-3-methyl-6-(3-pyridinyl)imidazo[1,2-b]pyridazine). Reaction SMILES: Cl[C:2]1[N:3]=[N:4][C:5]([C:8]2[CH:9]=[N:10][CH:11]=[CH:12][CH:13]=2)=[CH:6][CH:7]=1.CCOCC.O.[NH2:20][CH:21]([CH3:24])[CH2:22]O>>[CH3:24][CH:21]1[N:20]2[N:4]=[C:5]([C:8]3[CH:9]=[N:10][CH:11]=[CH:12][CH:13]=3)[CH:6]=[CH:7][C:2]2=[N:3][CH2:22]1. Procedure: A 4.0 g sample of 3-chloro-6-(3-pyridinyl)pyridazine in 56 ml of 2-amino-1-propanol was heated at 140° C. for 8 hours. The solution was cooled, then poured into a mixture comprised of 200 ml of ether and 300 ml of water. The water layer was concentrated under vacuum and the 2-amino-1-propanol was removed by bulb to bulb distillation under high vacuum. The residue in 50 ml of thionyl chloride was refluxed for 0.5 hours then the volatiles were removed in vacuo. To the residue was added 150 ml of e...